Task: describe an organic reaction: reactants, conditions, products, and yield. Dataset: the Open Reaction Database (ORD), a public repository of structured organic reaction records Starting materials: solution, C(CCC)[Li] (butyllithium), hexanes, [I-].C(C)(C)[P+](C1=CC=CC=C1)(C1=CC=CC=C1)C1=CC=CC=C1 (isopropyltriphenylphosphonium iodide), CN1N=C(C=C1C)C=O (1,5-dimethyl-1H-pyrazole-3-carboxaldehyde), [Cl-].[NH4+] (ammonium chloride). Run in C1CCOC1 (THF), C1CCOC1 (THF). Reaction conditions: time 24 hour. Product: CN1N=C(C=C1C)C=C(C)C (1,5-Dimethyl-3-(2-methylprop-1-enyl)-1H-pyrazole). The yield is 100.0%. As a reaction SMILES: [I-].[CH:2]([P+](C1C=CC=CC=1)(C1C=CC=CC=1)C1C=CC=CC=1)([CH3:4])[CH3:3].C([Li])CCC.[CH3:29][N:30]1[C:34]([CH3:35])=[CH:33][C:32]([CH:36]=O)=[N:31]1.[Cl-].[NH4+]>C1COCC1>[CH3:29][N:30]1[C:34]([CH3:35])=[CH:33][C:32]([CH:36]=[C:2]([CH3:4])[CH3:3])=[N:31]1 |f:0.1,4.5|. Procedure: A suspension of isopropyltriphenylphosphonium iodide (5.23 g, 12.1 mmol) in THF (35 ml) at −20° C. was treated dropwise with a 1.6 M solution of butyllithium in hexanes (7.5 ml, 12 mmol). The mixture was stirred at −20° C. for 45 minutes before a solution of 1,5-dimethyl-1H-pyrazole-3-carboxaldehyde (1.20 g, 9.68 mmol) in THF (50 ml) was added. The thick suspension was allowed to warm to room temperature and stirred for 24 hours. The reaction mixture was treated with saturated aqueous ammonium c... Starting materials: BrCc1ccccc1, C1CCOC1, CCCC[N+](CCCC)(CCCC)CCCC, CCOC(C)=O, [H-], [I-], [Na+], COC(=O)C1CC(O)CN1C(=O)OCc1ccccc1. The product is c1ccc(COCc2ccccc2)cc1. As a reaction SMILES: [Br:23][CH2:24][c:25]1[cH:26][cH:27][cH:28][cH:29][cH:30]1.[CH2:31]1[O:32][CH2:33][CH2:34][CH2:35]1.[CH2:37]([N+:38]([CH2:39][CH2:40][CH2:41][CH3:42])([CH2:43][CH2:44][CH2:45][CH3:46])[CH2:47][CH2:48][CH2:49][CH3:50])[CH2:51][CH2:52][CH3:53].[CH3:54][CH2:55][O:56][C:57](=[O:58])[CH3:59].[H-:21].[I-:36].[Na+:22].[OH:1][CH:2]1[CH2:3][N:4]([C:7](=[O:5])[O:9][CH2:10][c:11]2[cH:12][cH:13][cH:14][cH:15][cH:16]2)[CH:6]([C:8]([O:17][CH3:18])=[O:19])[CH2:20]1>>[CH2:7]([O:9][CH2:10][c:11]1[cH:12][cH:13][cH:14][cH:15][cH:16]1)[c:25]1[cH:26][cH:27][cH:28][cH:29][cH:30]1. Starting materials: C#CCCOS(=O)(=O)c1ccc(C)cc1, ClCCCl, c1cnc(N2CCNCC2)nc1. Product: C#CCCN1CCN(c2ncccn2)CC1. RXN SMILES: [CH3:1][c:2]1[cH:3][cH:4][c:5]([S:6]([O:7][CH2:12][CH2:13][C:14]#[CH:15])(=[O:8])=[O:9])[cH:10][cH:11]1.[Cl:28][CH2:29][CH2:30][Cl:31].[N:16]1([c:22]2[n:23][cH:24][cH:25][cH:26][n:27]2)[CH2:17][CH2:18][NH:19][CH2:20][CH2:21]1>>[CH2:12]([CH2:13][C:14]#[CH:15])[N:19]1[CH2:18][CH2:17][N:16]([c:22]2[n:23][cH:24][cH:25][cH:26][n:27]2)[CH2:21][CH2:20]1. Reactants: COc1ccc(P2(=S)SP(=S)(c3ccc(OC)cc3)S2)cc1, Cc1ccccc1, COc1ccccc1NC(=O)c1ccc(C(F)(F)F)cc1, O. The product is COc1ccccc1NC(=S)c1ccc(C(F)(F)F)cc1. As a reaction SMILES: [CH3:22][O:23][c:24]1[cH:25][cH:26][c:27]([P:28]2(=[S:31])[S:29][P:30]([c:32]3[cH:33][cH:34][c:35]([O:36][CH3:37])[cH:38][cH:39]3)(=[S:40])[S:41]2)[cH:42][cH:43]1.[CH3:44][c:45]1[cH:46][cH:47][cH:48][cH:49][cH:50]1.[F:1][C:2]([c:3]1[cH:4][cH:5][c:6]([C:7](=[O:8])[NH:9][c:10]2[c:11]([O:16][CH3:17])[cH:12][cH:13][cH:14][cH:15]2)[cH:18][cH:19]1)([F:20])[F:21].[OH2:51]>>[F:1][C:2]([c:3]1[cH:4][cH:5][c:6]([C:7]([NH:9][c:10]2[c:11]([O:16][CH3:17])[cH:12][cH:13][cH:14][cH:15]2)=[S:31])[cH:18][cH:19]1)([F:20])[F:21]. The solvent is CN(C)C=O (DMF). Procedure details: 6-(2,6-Dichlorophenyl)-N2 -(4-diethylamino-butyl)-pyrido[2,3-d]pyrimidine-2,7-diamine (1.0 g) from Example 53 in DMF (15 mL) was reacted with 60% sodium hydride suspension (0.092 g) and cyclohexyl isocyanate (0.289 g) according to the general procedure of Example 54 to give 0.927 g of the title compound, ESMS (20/80 MeOH/CH3CN+0.1% AcOH): M+ +H=558, 433. As a reaction SMILES: [Cl:1][C:2]1[CH:7]=[CH:6][CH:5]=[C:4]([Cl:8])[C:3]=1[C:9]1[C:28]([NH2:29])=[N:27][C:12]2[N:13]=[C:14]([NH:17][CH2:18][CH2:19][CH2:20][CH2:21][N:22]([CH2:25][CH3:26])[CH2:23][CH3:24])[N:15]=[CH:16][C:11]=2[CH:10]=1.[H-].[Na+].[CH:32]1([N:38]=[C:39]=[O:40])[CH2:37][CH2:36][CH2:35][CH2:34][CH2:33]1.CO.CC#N>CN(C=O)C>[CH:32]1([NH:38][C:39]([NH:29][C:28]2[C:9]([C:3]3[C:2]([Cl:1])=[CH:7][CH:6]=[CH:5][C:4]=3[Cl:8])=[CH:10][C:11]3[CH:16]=[N:15][C:14]([NH:17][CH2:18][CH2:19][CH2:20][CH2:21][N:22]([CH2:25][CH3:26])[CH2:23][CH3:24])=[N:13][C:12]=3[N:27]=2)=[O:40])[CH2:37][CH2:36][CH2:35][CH2:34][CH2:33]1 |f:1.2,4.5|. Isolated yield 71.9%. Yields the product C1(CCCCC1)NC(=O)NC=1C(=CC2=C(N=C(N=C2)NCCCCN(CC)CC)N1)C1=C(C=CC=C1Cl)Cl (1-Cyclohexyl-3-[6-(2,6-dichlorophenyl)-2-(4-diethylamino-butylamino)-pyrido[2,3-d]pyrimidin-7-yl]-urea). Starting materials: ClC1=C(C(=CC=C1)Cl)C1=CC2=C(N=C(N=C2)NCCCCN(CC)CC)N=C1N (6-(2,6-Dichlorophenyl)-N2 -(4-diethylamino-butyl)-pyrido[2,3-d]pyrimidine-2,7-diamine), [H-].[Na+] (sodium hydride), C1(CCCCC1)N=C=O (cyclohexyl isocyanate), CO.CC#N (MeOH CH3CN).